From a dataset of the Open Reaction Database (ORD), a public repository of structured organic reaction records. describe an organic reaction: reactants, conditions, products, and yield Starting materials: C(c1cc(ccc1[Br])O)=O, CC1=CN=C(C=C1)N, [C-]#[N+]C1CCCCC1. Reagents/catalysts: O=C(O)C(F)(F)F (trifluoroacetic acid). Solvent: CC(C)O (isopropyl alcohol), CC(C)O (isopropylalcohol). Run at temperature 22 celsius, time 20 hour. Product: Cc1ccc2nc(c3cc(ccc3[Br])O)c(NC3CCCCC3)n2c1. Isolated yield 76.2%. RXN SMILES: CC1=CC=C(N)N=C1.[C-]#[N+]C1CCCCC1.OC1=CC(C=O)=C(Br)C=C1>>CC1=CN2C(C=C1)=NC(=C2NC1CCCCC1)C1=C(Br)C=CC(O)=C1. Starting materials: C(C)Br (Ethyl bromide), S(O)(O)(=O)=O (sulfuric acid), [Mg] (magnesium), CC=1CC2C(OC(C2CC1)=O)=O (5-methyl-3a,4,7,7a-tetrahydro-isobenzofuran-1,3-dione), CC=1CC2C(OC(C2CC1)=O)=O (5-Methyl-3a,4,7,7a-tetrahydro-isobenzofuran-1,3-dione). Solvent: C1CCOC1 (THF), C1(=CC=CC=C1)C (Toluene). Conditions: temperature 25 celsius. Product: CC1=CCC2COC(C2C1)=O (6-methyl-3a,4,7,7a-tetrahydro-3H-isobenzofuran-1-one). Reaction SMILES: [Mg].C(Br)C.[CH3:5][C:6]1[CH2:7][CH:8]2[CH:12]([CH2:13][CH:14]=1)[C:11](=O)[O:10][C:9]2=[O:16].S(=O)(=O)(O)O>C1(C)C=CC=CC=1.C1COCC1>[CH3:5][C:6]1[CH2:7][CH:8]2[CH:12]([CH2:11][O:10][C:9]2=[O:16])[CH2:13][CH:14]=1. Procedure details: A 5-L round bottom reaction flask was charged with magnesium metal (Mg) (140 g) and THF (1 L) under nitrogen. Ethyl bromide (EtBr) (630 g) was fed into the reaction mixture dropwise while the temperature was maintained at 25° C. or below using a dry ice bath. After the feeding was completed, the reaction mixture was aged at room temperature for half an hour. Crude 5-methyl-3a,4,7,7a-tetrahydro-isobenzofuran-1,3-dione (1.7 L, ˜56% of the mass of the resulting mixture obtained in EXAMPLE I) was th... Starting materials: CCC(=CC=C(Br)Br)c1cccc(O[Si](C)(C)C(C)(C)C)c1, [Cl-], [Li]CCCC, [NH4+]. The product is C#CC=C(CC)c1cccc(O[Si](C)(C)C(C)(C)C)c1. Reaction SMILES: [C:1]([CH3:2])([CH3:3])([CH3:4])[Si:5]([CH3:6])([CH3:7])[O:8][c:9]1[cH:10][c:11]([C:15](=[CH:16][CH:17]=[C:18]([Br:19])[Br:20])[CH2:21][CH3:22])[cH:12][cH:13][cH:14]1.[Cl-:28].[Li:23][CH2:24][CH2:25][CH2:26][CH3:27].[NH4+:29]>>[C:1]([CH3:2])([CH3:3])([CH3:4])[Si:5]([CH3:6])([CH3:7])[O:8][c:9]1[cH:10][c:11]([C:15](=[CH:16][C:17]#[CH:18])[CH2:21][CH3:22])[cH:12][cH:13][cH:14]1. Reactants: [Br-], CC1CN(Cc2ccccc2)CCN1, CCCCCCCCCCCCCCCC[N+](C)(C)C, Cc1ccccc1, Cc1cc(F)ccc1-c1cc(Cl)ncc1N(C)C(=O)C(C)(C)c1cc(C(F)(F)F)cc(C(F)(F)F)c1, [Na+], [OH-]. Yields the product Cc1cc(F)ccc1-c1cc(N2CCN(Cc3ccccc3)CC2C)ncc1N(C)C(=O)C(C)(C)c1cc(C(F)(F)F)cc(C(F)(F)F)c1. As a reaction SMILES: [Br-:53].[CH2:37]([c:38]1[cH:39][cH:40][cH:41][cH:42][cH:43]1)[N:44]1[CH2:45][CH:46]([CH3:50])[NH:47][CH2:48][CH2:49]1.[CH2:54]([N+:55]([CH3:56])([CH3:57])[CH3:58])[CH2:59][CH2:60][CH2:61][CH2:62][CH2:63][CH2:64][CH2:65][CH2:66][CH2:67][CH2:68][CH2:69][CH2:70][CH2:71][CH2:72][CH3:73].[CH3:74][c:75]1[cH:76][cH:77][cH:78][cH:79][cH:80]1.[F:1][C:2]([c:3]1[cH:4][c:5]([C:13]([C:14](=[O:15])[N:16]([CH3:17])[c:18]2[cH:19][n:20][c:21]([Cl:32])[cH:22][c:23]2-[c:24]2[c:25]([CH3:31])[cH:26][c:27]([F:30])[cH:28][cH:29]2)([CH3:33])[CH3:34])[cH:6][c:7]([C:9]([F:10])([F:11])[F:12])[cH:8]1)([F:35])[F:36].[Na+:52].[OH-:51]>>[F:1][C:2]([c:3]1[cH:4][c:5]([C:13]([C:14](=[O:15])[N:16]([CH3:17])[c:18]2[cH:19][n:20][c:21]([N:47]3[CH:46]([CH3:50])[CH2:45][N:44]([CH2:37][c:38]4[cH:39][cH:40][cH:41][cH:42][cH:43]4)[CH2:49][CH2:48]3)[cH:22][c:23]2-[c:24]2[c:25]([CH3:31])[cH:26][c:27]([F:30])[cH:28][cH:29]2)([CH3:33])[CH3:34])[cH:6][c:7]([C:9]([F:10])([F:11])[F:12])[cH:8]1)([F:35])[F:36]. Reaction SMILES: [OH:1][C:2]1[C:11]2[C:6](=[CH:7][CH:8]=[CH:9][CH:10]=2)[N:5]([C:12]2[CH:17]=[CH:16][CH:15]=[CH:14][CH:13]=2)[C:4](=[O:18])[CH:3]=1.[N+:19]([O-])([OH:21])=[O:20]>C(O)(=O)C>[OH:1][C:2]1[C:11]2[C:6](=[CH:7][CH:8]=[CH:9][CH:10]=2)[N:5]([C:12]2[CH:17]=[CH:16][CH:15]=[CH:14][CH:13]=2)[C:4](=[O:18])[C:3]=1[N+:19]([O-:21])=[O:20]. Reactants: OC1=CC(N(C2=CC=CC=C12)C1=CC=CC=C1)=O (4-hydroxy-1-phenyl carbostyril), [N+](=O)(O)[O-] (nitric acid). The product is OC1=C(C(N(C2=CC=CC=C12)C1=CC=CC=C1)=O)[N+](=O)[O-] (4-Hydroxy-3-nitro-1-phenylcarbostyril). The solvent is C(C)(=O)O (acetic acid). Procedure: A solution of 4-hydroxy-1-phenyl carbostyril (2.20g.; 0.0093 mole) in glacial acetic acid (10 ml.) was treated rapidly with concentrated nitric acid (2.5 ml. d 1.42) and the mixture heated on a steam bath for 21/2 mins. The red solution deposited a dark yellow solid on cooling which, after dilution with ethanol, was filtered off and washed well with ethanol, m.p. (AcOH -- EtOH) 167° - 169° C. (Found; C, 64.13; H, 3.70; N, 9.85; C15H10N2O4 requires; C, 63.83; H, 3.57; N, 9.92%). Reactants: CCI, CN(C)C=O, [H-], Cc1cc(C)c(-c2cn(C)c3nc(N)[nH]c(=O)c23)c(C)c1, [Na+], O. Product: CCn1c(N)nc2c(c(-c3c(C)cc(C)cc3C)cn2C)c1=O. As a reaction SMILES: [CH2:29]([CH3:30])[I:31].[CH3:22][N:23]([CH3:24])[CH:25]=[O:26].[H-:27].[NH2:1][c:2]1[nH:3][c:4](=[O:21])[c:5]2[c:6]([n:7]1)[n:8]([CH3:20])[cH:9][c:10]2-[c:11]1[c:12]([CH3:19])[cH:13][c:14]([CH3:18])[cH:15][c:16]1[CH3:17].[Na+:28].[OH2:32]>>[NH2:1][c:2]1[n:3]([CH2:29][CH3:30])[c:4](=[O:21])[c:5]2[c:6]([n:7]1)[n:8]([CH3:20])[cH:9][c:10]2-[c:11]1[c:12]([CH3:19])[cH:13][c:14]([CH3:18])[cH:15][c:16]1[CH3:17]. Starting materials: Cl.N[C@@H]1C[C@H](C1)O (trans-3-aminocyclobutanol hydrochloride), N=1C=CN2C1C(=CC=C2)C=O (imidazo[1,2-a]pyridine-8-carbaldehyde), C(C)(C)N(CC)C(C)C (diisopropylethylamine), C(C)(=O)O[BH-](OC(C)=O)OC(C)=O.[Na+] (Sodium triacetoxyborohydride), [BH4-] (borohydride). The solvent is C(Cl)Cl (DCM), CO (methanol), [OH-].[Na+] (sodium hydroxide), [OH-].[Na+] (sodium hydroxide). Conditions: time 10 minute. Product: N=1C=CN2C1C(=CC=C2)CN[C@@H]2C[C@H](C2)O (trans-3-[(Imidazo[1,2-a]pyridin-8-ylmethyl)amino]cyclobutanol). Yield: 60.5%. RXN SMILES: Cl.[NH2:2][C@H:3]1[CH2:6][C@H:5]([OH:7])[CH2:4]1.[N:8]1[CH:9]=[CH:10][N:11]2[CH:16]=[CH:15][CH:14]=[C:13]([CH:17]=O)[C:12]=12.C(N(C(C)C)CC)(C)C.C(O[BH-](OC(=O)C)OC(=O)C)(=O)C.[Na+].[BH4-]>C(Cl)Cl.[OH-].[Na+].CO>[N:8]1[CH:9]=[CH:10][N:11]2[CH:16]=[CH:15][CH:14]=[C:13]([CH2:17][NH:2][C@H:3]3[CH2:6][C@H:5]([OH:7])[CH2:4]3)[C:12]=12 |f:0.1,4.5,8.9|. Reported procedure: To an emulsion of trans-3-aminocyclobutanol hydrochloride (287 mg, 2.322 mmol) in DCM (5 mL) was added methanol (20 mL), imidazo[1,2-a]pyridine-8-carbaldehyde (340 mg, 2.326 mmol) and diisopropylethylamine (0.446 mL, 2.55 mmol) and the reaction mixture was stirred at room temperature under nitrogen for 10 min. Sodium triacetoxyborohydride (1000 mg, 4.72 mmol) was then added and the reaction mixture was stirred under nitrogen for 2 hours when LCMS indicated the reaction to be complete. The reacti... Reactants: Cl (hydrochloric acid), C(=O)NC=1SC=C(N1)C(C(=O)OCC)=NOCSC (ethyl 2-(2-formamidothiazol-4-yl)-2-methylthiomethoxyiminoacetate), [OH-] (hydroxide), resultant solution. Solvent: CO (methanol), CO (methanol). Reaction conditions: temperature 30 celsius, time 2.5 hour. Yields the product C(=O)NC=1SC=C(N1)C(C(=O)O)=NOCSC (2-(2-formamidothiazol-4-yl)-2-methylthiomethoxyiminoacetic acid). Isolated yield 51.9%. Reaction SMILES: [CH:1]([NH:3][C:4]1[S:5][CH:6]=[C:7]([C:9](=[N:15][O:16][CH2:17][S:18][CH3:19])[C:10]([O:12]CC)=[O:11])[N:8]=1)=[O:2].[OH-].Cl>CO>[CH:1]([NH:3][C:4]1[S:5][CH:6]=[C:7]([C:9](=[N:15][O:16][CH2:17][S:18][CH3:19])[C:10]([OH:12])=[O:11])[N:8]=1)=[O:2]. Reported procedure: A mixture of ethyl 2-(2-formamidothiazol-4-yl)-2-methylthiomethoxyiminoacetate (syn isomer, 2.4 g.), 1N aqueous soidum hydroxide (23.8 ml.) and methanol (19.8 ml.) was stirred at 30° C. for 2.5 hours. The resultant solution was adjusted to pH 7 with 10% hydrochloric acid and methanol was distilled off in vacuo. The aqueous solution was adjusted to pH 1 with 10% hydrochloric acid under ice cooling, and extracted with ethyl acetate three times. The extracts were washed with a saturated aqueous sol... Reactants: C(Cl)Cl (methylene chloride), ClC1=CC=C(C=C1)C=1C(=NC(=C(C(=O)O)C1)OC1=CC(=C(C=C1)F)F)C1=C(C=C(C=C1)Cl)Cl (5-(4-Chlorophenyl)-6-(2,4-dichlorophenyl)-2-(3,4-difluorophenoxy)nicotinic acid), C(C(=O)Cl)(=O)Cl (oxalyl chloride). The reagents and catalysts are CN(C)C=O (DMF). The solvent is C1(=CC=CC=C1)C (Toluene). Run at time 1.5 hour. Product: ClC1=CC=C(C=C1)C=1C(=NC(=C(C(=O)Cl)C1)OC1=CC(=C(C=C1)F)F)C1=C(C=C(C=C1)Cl)Cl (5-(4-Chlorophenyl)-6-(2,4-dichlorophenyl)-2-(3,4-difluoro-phenoxy)nicotinoyl chloride). As a reaction SMILES: C(Cl)[Cl:2].[Cl:4][C:5]1[CH:10]=[CH:9][C:8]([C:11]2[C:12]([C:29]3[CH:34]=[CH:33][C:32]([Cl:35])=[CH:31][C:30]=3[Cl:36])=[N:13][C:14]([O:20][C:21]3[CH:26]=[CH:25][C:24]([F:27])=[C:23]([F:28])[CH:22]=3)=[C:15]([CH:19]=2)[C:16]([OH:18])=O)=[CH:7][CH:6]=1.C(Cl)(=O)C(Cl)=O>CN(C=O)C.C1(C)C=CC=CC=1>[Cl:4][C:5]1[CH:6]=[CH:7][C:8]([C:11]2[C:12]([C:29]3[CH:34]=[CH:33][C:32]([Cl:35])=[CH:31][C:30]=3[Cl:36])=[N:13][C:14]([O:20][C:21]3[CH:26]=[CH:25][C:24]([F:27])=[C:23]([F:28])[CH:22]=3)=[C:15]([CH:19]=2)[C:16]([Cl:2])=[O:18])=[CH:9][CH:10]=1. Procedure: To a dried round bottom flask was added methylene chloride (2 mL), the product of Example 86 (0.110 g; 0.217 mmol), oxalyl chloride (0.02 mL, 0.217 mmol), and DMF (1 drop; cat.). The reaction mixture was stirred for 1.5 hours at room temperature. Toluene (1 mL) was added to the reaction mixture and the volatiles were removed in vacuo.